describe an organic reaction: reactants, conditions, products, and yield From a dataset of the Open Reaction Database (ORD), a public repository of structured organic reaction records. Reactants: COC=1C=CC=C2C(=C(C=NC12)C(=O)O)NC1=CC=C(C=C1)C(=O)NC1CCN(CC1)CC1=CC=CC=C1 (8-methoxy-4-[[4-[[[1-(phenylmethyl)-4-piperidinyl]amino]carbonyl]phenyl]amino]-3-quinolinecarboxylic acid), CN(CCNCC)C (N,N-dimethyl-N'-ethylethylenediamine). Product: CN(CCN(C(=O)C=1C=NC2=C(C=CC=C2C1NC1=CC=C(C=C1)C(=O)NC1CCN(CC1)CC1=CC=CC=C1)OC)CC)C (N-[2-(Dimethylamino)ethyl]-N-ethyl-8-methoxy-4-[[4-[[[1-(phenylmethyl) -4-piperidinyl]amino]carbonyl]phenyl]amino]-3-quinolinecarboxamide). As a reaction SMILES: [CH3:1][O:2][C:3]1[CH:4]=[CH:5][CH:6]=[C:7]2[C:12]=1[N:11]=[CH:10][C:9]([C:13]([OH:15])=O)=[C:8]2[NH:16][C:17]1[CH:22]=[CH:21][C:20]([C:23]([NH:25][CH:26]2[CH2:31][CH2:30][N:29]([CH2:32][C:33]3[CH:38]=[CH:37][CH:36]=[CH:35][CH:34]=3)[CH2:28][CH2:27]2)=[O:24])=[CH:19][CH:18]=1.[CH3:39][N:40]([CH3:46])[CH2:41][CH2:42][NH:43][CH2:44][CH3:45]>>[CH3:39][N:40]([CH3:46])[CH2:41][CH2:42][N:43]([CH2:44][CH3:45])[C:13]([C:9]1[CH:10]=[N:11][C:12]2[C:7]([C:8]=1[NH:16][C:17]1[CH:22]=[CH:21][C:20]([C:23]([NH:25][CH:26]3[CH2:31][CH2:30][N:29]([CH2:32][C:33]4[CH:38]=[CH:37][CH:36]=[CH:35][CH:34]=4)[CH2:28][CH2:27]3)=[O:24])=[CH:19][CH:18]=1)=[CH:6][CH:5]=[CH:4][C:3]=2[O:2][CH3:1])=[O:15]. Procedure: N-[2-(Dimethylamino)ethyl]-N-ethyl-8-methoxy-4-[[4-[[[1-(phenylmethyl)-4-piperidinyl]amino]carbonyl]phenyl]amino]-3-quinolinecarboxamide was prepared by coupling 8-methoxy-4-[[4-[[[1-(phenylmethyl)-4-piperidinyl]amino]carbonyl]phenyl]amino]-3-quinolinecarboxylic acid and commercially available N,N-dimethyl-N'-ethylethylenediamine as described for Example 17, Step 5. The compound is purified by reverse phase HPLC on C18 silica gel (gradient elution from 0.1% trifluoroacetic acid in 5% MeCN/H2O to... The reactants are [Br-], O=C([O-])[O-], CC(C)(C)P(C(C)(C)C)C(C)(C)C, C1CCOC1, Cn1c(C#N)ccc1B(O)O, [K+], [K+], COc1cc(Br)ccc1NC#N. The product is COc1cc(-c2ccc(C#N)n2C)ccc1NC#N. Reaction SMILES: [Br-:43].[C:24](=[O:25])([O-:26])[O-:27].[C:30]([P:31]([C:32]([CH3:33])([CH3:34])[CH3:35])[C:36]([CH3:37])([CH3:38])[CH3:39])([CH3:40])([CH3:41])[CH3:42].[CH2:44]1[O:45][CH2:46][CH2:47][CH2:48]1.[CH3:13][n:14]1[c:15]([B:21]([OH:22])[OH:23])[cH:16][cH:17][c:18]1[C:19]#[N:20].[K+:28].[K+:29].[N:1]#[C:2][NH:3][c:4]1[c:5]([O:11][CH3:12])[cH:6][c:7]([Br:10])[cH:8][cH:9]1>>[N:1]#[C:2][NH:3][c:4]1[c:5]([O:11][CH3:12])[cH:6][c:7](-[c:15]2[n:14]([CH3:13])[c:18]([C:19]#[N:20])[cH:17][cH:16]2)[cH:8][cH:9]1. The reactants are ClC1=C(C=CC=C1Cl)N1CCN(CC1)CC=CCN (4-[4-(2,3-Dichloro-phenyl)-piperazin-1-yl]-but-2-enylamine), C(Cl)(Cl)Cl (chloroform), C(=O)(N1C=NC=C1)N1C=NC=C1 (1,1′-carbonyldiimidazole), OC1=CC=C(C(=O)O)C=C1 (4-hydroxy benzoic acid). The solvent is N1=CC=CC=C1 (pyridine), CC=C(C)C (amylene). Conditions: time 1 hour. Yields the product ClC1=C(C=CC=C1Cl)N1CCN(CC1)CC=CCNC(C1=CC=C(C=C1)O)=O (N-{4-[4-(2,3-Dichloro-phenyl)-piperazin-1-yl]-but-2-enyl}-4-hydroxy-benzamide). The yield is 49.7%. RXN SMILES: C(N1C=CN=C1)(N1C=CN=C1)=O.[OH:13][C:14]1[CH:22]=[CH:21][C:17]([C:18]([OH:20])=O)=[CH:16][CH:15]=1.[Cl:23][C:24]1[C:29]([Cl:30])=[CH:28][CH:27]=[CH:26][C:25]=1[N:31]1[CH2:36][CH2:35][N:34]([CH2:37][CH:38]=[CH:39][CH2:40][NH2:41])[CH2:33][CH2:32]1.C(Cl)(Cl)Cl>N1C=CC=CC=1.CC=C(C)C>[Cl:23][C:24]1[C:29]([Cl:30])=[CH:28][CH:27]=[CH:26][C:25]=1[N:31]1[CH2:32][CH2:33][N:34]([CH2:37][CH:38]=[CH:39][CH2:40][NH:41][C:18](=[O:20])[C:17]2[CH:16]=[CH:15][C:14]([OH:13])=[CH:22][CH:21]=2)[CH2:35][CH2:36]1. Procedure details: 1,1′-carbonyldiimidazole (0.18 g, 1.1 mmol) was added to a solution of the 4-hydroxy benzoic acid (0.15 g, 1.1 mmol) in absolute pyridine and the mixture was stirred at room temperature under Argon for 1 h. After that time a solution of 4-[4-(2,3-Dichloro-phenyl)-piperazin-1-yl]-but-2-enylamine (0.33 g, 1.1 mmol) in 3 ml amylene-stabilized chloroform was added and the mixture was stirred overnight. All volatiles were removed in vacuo and the residue was purified by chromatography to give 0.23 g ... Starting materials: C(C)(=O)OCC (Ethyl acetate), N[C@@H]1CN(C[C@H]1O)C(=O)OC(C)(C)C ((3R,4R)-tert-butyl 3-amino-4-hydroxypyrrolidine-1-carboxylate), C(=O)([O-])[O-].[Na+].[Na+] (Na2CO3), C1=CC=C(C=C1)COC(=O)Cl (Cbz-Cl). Solvent: O1CCOCC1 (dioxane), O (water). Reaction conditions: time 3 hour. Yields the product C(C1=CC=CC=C1)OC(=O)N[C@@H]1CN(C[C@H]1O)C(=O)OC(C)(C)C ((3R,4R)-tert-butyl 3-(benzyloxycarbonylamino)-4-hydroxypyrrolidine-1-carboxylate). Isolated yield 67.1%. RXN SMILES: [NH2:1][C@H:2]1[C@H:6]([OH:7])[CH2:5][N:4]([C:8]([O:10][C:11]([CH3:14])([CH3:13])[CH3:12])=[O:9])[CH2:3]1.C([O-])([O-])=O.[Na+].[Na+].[CH:21]1[CH:26]=[CH:25][C:24]([CH2:27][O:28][C:29](Cl)=[O:30])=[CH:23][CH:22]=1.C(OCC)(=O)C>O1CCOCC1.O>[CH2:27]([O:28][C:29]([NH:1][C@H:2]1[C@H:6]([OH:7])[CH2:5][N:4]([C:8]([O:10][C:11]([CH3:14])([CH3:13])[CH3:12])=[O:9])[CH2:3]1)=[O:30])[C:24]1[CH:25]=[CH:26][CH:21]=[CH:22][CH:23]=1 |f:1.2.3|. Procedure details: To a solution of (3R,4R)-tert-butyl 3-amino-4-hydroxypyrrolidine-1-carboxylate (4.40 g, 21.76 mmol) and Na2CO3 (2.77 g, 26.11 mmol) in dioxane (50 mL) and water (50 mL) was added Cbz-Cl (3.87 mL, 26.11 mmol) at 0° C. The reaction mixture was warmed to ambient temperature and stirred at ambient temperature for 3 hours. Ethyl acetate (50 mL) was added. The organic layer was separated, washed with brine, dried (sodium sulfate), filtered and concentrated under reduced pressure. The residue was purif... Starting materials: C(C)(=O)O.C(C)(=O)O.O[C@@H]1[C@]2(C)[C@@H](CC1)[C@@H]1C=CC3=CC(C[C@@H]([C@]3(CO)[C@H]1CC2)C)=O (17β,19-dihydroxy-1α-methyl-4,6-androstadien-3-one diacetate), [Cl-].[NH4+] (ammonium chloride), C1=CC=CC=C1 (Benzene), ice, C[Cu]C.[Li] (lithium dimethylcopper). The solvent is O1CCCC1 (tetrahydrofuran). Reaction conditions: time 30 minute. The product is C(C)(=O)O.C(C)(=O)O.O[C@@H]1[C@]2(C)[C@@H](CC1)[C@@H]1[C@@H](CC3=CC(C[C@@H]([C@]3(CO)[C@H]1CC2)C)=O)C (17β,19-dihydroxy-1α,7α-dimethyl-4-androsten-3-one diacetate). Reaction SMILES: [C:1]([OH:4])(=[O:3])[CH3:2].[C:5]([OH:8])(=[O:7])[CH3:6].[OH:9][C@H:10]1[CH2:15][CH2:14][C@H:13]2[C@H:16]3[C@H:27]([CH2:28][CH2:29][C@:11]12[CH3:12])[C@:24]1([CH2:25][OH:26])[C:19](=[CH:20][C:21](=[O:31])[CH2:22][C@@H:23]1[CH3:30])[CH:18]=[CH:17]3.[CH3:32][Cu]C.[Li].[Cl-].[NH4+].C1C=CC=CC=1>O1CCCC1>[C:1]([OH:4])(=[O:3])[CH3:2].[C:5]([OH:8])(=[O:7])[CH3:6].[OH:9][C@H:10]1[CH2:15][CH2:14][C@H:13]2[C@H:16]3[C@H:27]([CH2:28][CH2:29][C@:11]12[CH3:12])[C@:24]1([CH2:25][OH:26])[C:19](=[CH:20][C:21](=[O:31])[CH2:22][C@@H:23]1[CH3:30])[CH2:18][C@H:17]3[CH3:32] |f:0.1.2,3.4,5.6,9.10.11,^1:34|. Reported procedure: A solution of 17β,19-dihydroxy-1α-methyl-4,6-androstadien-3-one diacetate in anhydrous tetrahydrofuran is added slowly to an ice cold ethereal solution of lithium dimethylcopper prepared as in the preceding Example. Stirring is continued for 30 minutes and the mixture is poured onto a saturated aqueous ammonium chloride solution. Benzene is added and the mixture filtered through a bed of diatomaceous earth. The organic layer is washed with aqueous ammonium chloride, water, dried over magnesium s... Reported procedure: A mixture of (E)-ethyl 4-(5-bromo-2-nitrobenzylideneamino)-3-fluorobenzoate (432 mg, 1.09 mmol) and triethyl phosphate (1.5 mL, 9.0 mmol) was irradiated in a microwave instrument at 150° C. for 1.5 h. The cooled reaction mixture was purified by silica gel column chromatography (hexane/ethyl acetate) to give ethyl 4-(5-bromo-2H-indazol-2-yl)-3-fluorobenzoate as pale yellow solid. 1H NMR (400 MHz, CDCl3) δ 8.56 (d, J=2.0 Hz, 1H), 8.25 (t, J=7.8 Hz, 1H), 8.02-7.90 (m, 2H), 7.89 (d, J=0.8 Hz, 1H), 7... The product is BrC1=CC2=CN(N=C2C=C1)C1=C(C=C(C(=O)OCC)C=C1)F (ethyl 4-(5-bromo-2H-indazol-2-yl)-3-fluorobenzoate). RXN SMILES: [Br:1][C:2]1[CH:3]=[CH:4][C:5]([N+:22]([O-])=O)=[C:6]([CH:21]=1)/[CH:7]=[N:8]/[C:9]1[CH:19]=[CH:18][C:12]([C:13]([O:15][CH2:16][CH3:17])=[O:14])=[CH:11][C:10]=1[F:20].P(OCC)(OCC)(OCC)=O>>[Br:1][C:2]1[CH:3]=[CH:4][C:5]2[C:6](=[CH:7][N:8]([C:9]3[CH:19]=[CH:18][C:12]([C:13]([O:15][CH2:16][CH3:17])=[O:14])=[CH:11][C:10]=3[F:20])[N:22]=2)[CH:21]=1. Starting materials: BrC=1C=CC(=C(\C=N\C2=C(C=C(C(=O)OCC)C=C2)F)C1)[N+](=O)[O-] ((E)-ethyl 4-(5-bromo-2-nitrobenzylideneamino)-3-fluorobenzoate), P(=O)(OCC)(OCC)OCC (triethyl phosphate). Starting materials: C1COCCN1, CCCc1c(Cc2ccc(-c3ccccc3C#N)cc2)c(=O)n(C2CCC(OCCOS(C)(=O)=O)CC2)c2ncnn12, [I-], [Na+], C1CCOC1. The product is CCCc1c(Cc2ccc(-c3ccccc3C#N)cc2)c(=O)n(C2CCC(OCCN3CCOCC3)CC2)c2ncnn12. As a reaction SMILES: [CH2:43]1[CH2:44][O:45][CH2:46][CH2:47][NH:48]1.[CH3:1][S:2]([O:3][CH2:6][CH2:7][O:8][CH:9]1[CH2:10][CH2:11][CH:12]([n:15]2[c:16]3[n:17]([c:18]([CH2:37][CH2:38][CH3:39])[c:19]([CH2:22][c:23]4[cH:24][cH:25][c:26](-[c:29]5[c:30]([C:35]#[N:36])[cH:31][cH:32][cH:33][cH:34]5)[cH:27][cH:28]4)[c:20]2=[O:21])[n:40][cH:41][n:42]3)[CH2:13][CH2:14]1)(=[O:4])=[O:5].[I-:50].[Na+:49].[O:51]1[CH2:52][CH2:53][CH2:54][CH2:55]1>>[CH2:6]([CH2:7][O:8][CH:9]1[CH2:10][CH2:11][CH:12]([n:15]2[c:16]3[n:17]([c:18]([CH2:37][CH2:38][CH3:39])[c:19]([CH2:22][c:23]4[cH:24][cH:25][c:26](-[c:29]5[c:30]([C:35]#[N:36])[cH:31][cH:32][cH:33][cH:34]5)[cH:27][cH:28]4)[c:20]2=[O:21])[n:40][cH:41][n:42]3)[CH2:13][CH2:14]1)[N:48]1[CH2:43][CH2:44][O:45][CH2:46][CH2:47]1.